Dataset: the Open Reaction Database (ORD), a public repository of structured organic reaction records. Task: describe an organic reaction: reactants, conditions, products, and yield The reactants are C1(CC=CCC1)C(=O)OCC (ethyl 3-cyclohexenylcarboxylate), C(C)#N (acetonitrile), [H-].[Na+] (sodium hydride). Run in C1(=CC=CC=C1)C (toluene), C1(=CC=CC=C1)C (toluene). Run at temperature 85 celsius, time 8 hour. The product is C1(CC=CCC1)C(=O)CC#N (3-cyclohexenylcarbonylacetonitrile). The yield is 98.2%. RXN SMILES: [H-].[Na+].[CH:3]1([C:9]([O:11]CC)=O)[CH2:8][CH2:7][CH:6]=[CH:5][CH2:4]1.[C:14](#[N:16])[CH3:15]>C1(C)C=CC=CC=1>[CH:3]1([C:9]([CH2:15][C:14]#[N:16])=[O:11])[CH2:8][CH2:7][CH:6]=[CH:5][CH2:4]1 |f:0.1|. Procedure: To a suspension of 1.25 g (2.60 mM) of 50% sodium hydride in 10 ml of toluene is added dropwise a solution of 2.01 g (1.30 mM) of ethyl 3-cyclohexenylcarboxylate 11 and 0.96 g (2.34 mM) of acetonitrile in 4 ml of toluene under nitrogen atmosphere in an hour and the mixture is stirred at 85° C. for 8 hours. After cooling, ice-cold water is added to the mixture. The aqueous phase is separated, washed with toluene, made acid with 10% hydrochloric acid and extracted with toluene. The extracted solut... Isolated yield 96.8%. Conditions: time 1 hour. Reported procedure: To a solution of 881 mg of ethyl (4S,5R)-3-tert-butoxycarbonyl-2-(4-methoxyphenyl)-4-cyclopropyl-5-oxazolidinecarboxylate (diastereomeric mixture) in 16 ml of methanol is added dropwise a solution of 64.7 mg of lithium hydroxide in 8 m 1 of water under cooling, and the mixture is stirred at room temperature for 1 hour. After the reaction mixture is evaporated under reduced pressure to remove methanol, the residue is dissolved in chloroform. The pH of the solution is adjusted to pH 2 with 10% hyd... Yields the product C(C)(C)(C)OC(=O)N1C(O[C@H]([C@@H]1C1CC1)C(=O)O)C1=CC=C(C=C1)OC ((4S,5R)-3-tert-butoxycarbonyl-2-(4-methoxyphenyl)-4-cyclopropyl-5-oxazolidinecarboxylic acid). Run in CO (methanol). Starting materials: C(C)(C)(C)OC(=O)N1C(O[C@H]([C@@H]1C1CC1)C(=O)OCC)C1=CC=C(C=C1)OC (ethyl (4S,5R)-3-tert-butoxycarbonyl-2-(4-methoxyphenyl)-4-cyclopropyl-5-oxazolidinecarboxylate), [OH-].[Li+] (lithium hydroxide), O (water). RXN SMILES: [C:1]([O:5][C:6]([N:8]1[C@@H:12]([CH:13]2[CH2:15][CH2:14]2)[C@H:11]([C:16]([O:18]CC)=[O:17])[O:10][CH:9]1[C:21]1[CH:26]=[CH:25][C:24]([O:27][CH3:28])=[CH:23][CH:22]=1)=[O:7])([CH3:4])([CH3:3])[CH3:2].[OH-].[Li+].O>CO>[C:1]([O:5][C:6]([N:8]1[C@@H:12]([CH:13]2[CH2:15][CH2:14]2)[C@H:11]([C:16]([OH:18])=[O:17])[O:10][CH:9]1[C:21]1[CH:26]=[CH:25][C:24]([O:27][CH3:28])=[CH:23][CH:22]=1)=[O:7])([CH3:4])([CH3:3])[CH3:2] |f:1.2|. Reactants: Cl[GeH](Cl)Cl (Trichlorogermane), C(C=C)(=O)O (acrylic acid). The product is Cl[Ge](Cl)(Cl)C(C(=O)O)C (trichlorogermylpropionic acid). RXN SMILES: [Cl:1][GeH:2]([Cl:4])[Cl:3].[C:5]([OH:9])(=[O:8])[CH:6]=[CH2:7]>>[Cl:1][Ge:2]([CH:6]([CH3:7])[C:5]([OH:9])=[O:8])([Cl:4])[Cl:3]. Procedure details: Trichlorogermane (Cl3GeH) was added to acrylic acid (CH2CHCOOH) to obtain trichlorogermylpropionic acid (Cl3GeCH2CH2COOH). It was hydrolyzed to synthesize an organogermanium compound (1). In the same manner were synthesized organogermanium compounds (2) to (51). Reactants: CCO, CC(C)C(O)C#Cc1cccc(OCCN)c1. Yields the product CC(C)C(O)CCc1cccc(OCCN)c1. Reaction SMILES: [CH3:18][CH2:19][OH:20].[NH2:1][CH2:2][CH2:3][O:4][c:5]1[cH:6][c:7]([C:11]#[C:12][CH:13]([CH:14]([CH3:15])[CH3:16])[OH:17])[cH:8][cH:9][cH:10]1>>[NH2:1][CH2:2][CH2:3][O:4][c:5]1[cH:6][c:7]([CH2:11][CH2:12][CH:13]([CH:14]([CH3:15])[CH3:16])[OH:17])[cH:8][cH:9][cH:10]1.